From a dataset of the Open Reaction Database (ORD), a public repository of structured organic reaction records. describe an organic reaction: reactants, conditions, products, and yield Reactants: C1CC(=O)N(C1=O)I (NIS), C(C)(=O)NC1=NC=CC=2N1C1=C(C2)C(=CC=N1)OC (9-Acetylamino-4-methoxypyrido[3′,2′:4,5]pyrrolo[1,2-c]pyrimidine). The solvent is C(Cl)Cl (CH2Cl2), C(Cl)Cl (CH2Cl2). Conditions: time 15 minute. The product is C(C)(=O)NC1=NC=CC=2N1C1=C(C2I)C(=CC=N1)OC (9-Acetylamino-5-iodo-4-methoxypyrido[3′,2′:4,5]pyrrolo[1,2-c]pyrimidine). The yield is 90.6%. RXN SMILES: C1C(=O)N([I:8])C(=O)C1.[C:9]([NH:12][C:13]1[N:18]2[C:19]3[N:25]=[CH:24][CH:23]=[C:22]([O:26][CH3:27])[C:20]=3[CH:21]=[C:17]2[CH:16]=[CH:15][N:14]=1)(=[O:11])[CH3:10]>C(Cl)Cl>[C:9]([NH:12][C:13]1[N:18]2[C:19]3[N:25]=[CH:24][CH:23]=[C:22]([O:26][CH3:27])[C:20]=3[C:21]([I:8])=[C:17]2[CH:16]=[CH:15][N:14]=1)(=[O:11])[CH3:10]. Procedure: NIS (18 mg, 0.078 mmol) was portionwise added to a cooled (0° C.) solution of 9-Acetylamino-4-methoxypyrido[3′,2′:4,5]pyrrolo[1,2-c]pyrimidine (20 mg, 0.078 mmol) in CH2Cl2 (15 ml). The mixture was stirred for 15 min. The solution was diluted with CH2Cl2 (50 ml) and washed twice with water. The organic layer was dried and evaporated to obtain 20b (27 mg, 93%).